This data is from the Open Reaction Database (ORD), a public repository of structured organic reaction records. The task is: describe an organic reaction: reactants, conditions, products, and yield Reactants: CO, CC(C)(C)OC(=O)NCCOCC#Cc1cccnc1. The product is CC(C)(C)OC(=O)NCCOCCCc1cccnc1. RXN SMILES: [CH3:21][OH:22].[n:1]1[cH:2][c:3]([C:7]#[C:8][CH2:9][O:10][CH2:11][CH2:12][NH:13][C:14]([O:15][C:16]([CH3:17])([CH3:18])[CH3:19])=[O:20])[cH:4][cH:5][cH:6]1>>[n:1]1[cH:2][c:3]([CH2:7][CH2:8][CH2:9][O:10][CH2:11][CH2:12][NH:13][C:14]([O:15][C:16]([CH3:17])([CH3:18])[CH3:19])=[O:20])[cH:4][cH:5][cH:6]1. Starting materials: C1(CC1)S(=O)(=O)C1=CC=C(C=C1)C(CC1CCOCC1)C1=CC=C(N1)C=1SC(=CN1)C(C)O (1-[2-(5-{1-[4-(cyclopropylsulfonyl)phenyl]-2-(tetrahydro-2H-pyran-4-yl)ethyl}-1H-pyrrol-2-yl)-1,3-thiazol-5-yl]ethanol), ClN1C(CCC1=O)=O (N-chlorosuccinimide). The solvent is C(C)(=O)OCC (ethyl acetate), O1CCCC1 (tetrahydrofuran). Conditions: temperature 50 celsius, time 8 hour. The product is ClC=1C=C(NC1C(CC1CCOCC1)C1=CC=C(C=C1)S(=O)(=O)C1CC1)C=1SC(=CN1)C(C)O (1-[2-(4-chloro-5-{1-[4-(cyclopropylsulfonyl)phenyl]-2-(tetrahydro-2H-pyran-4-yl)ethyl}-1H-pyrrol-2-yl)-1,3-thiazol-5-yl]ethanol). As a reaction SMILES: [CH:1]1([S:4]([C:7]2[CH:12]=[CH:11][C:10]([CH:13]([C:21]3[NH:25][C:24]([C:26]4[S:27][C:28]([CH:31]([OH:33])[CH3:32])=[CH:29][N:30]=4)=[CH:23][CH:22]=3)[CH2:14][CH:15]3[CH2:20][CH2:19][O:18][CH2:17][CH2:16]3)=[CH:9][CH:8]=2)(=[O:6])=[O:5])[CH2:3][CH2:2]1.[Cl:34]N1C(=O)CCC1=O>O1CCCC1.C(OCC)(=O)C>[Cl:34][C:22]1[CH:23]=[C:24]([C:26]2[S:27][C:28]([CH:31]([OH:33])[CH3:32])=[CH:29][N:30]=2)[NH:25][C:21]=1[CH:13]([C:10]1[CH:11]=[CH:12][C:7]([S:4]([CH:1]2[CH2:3][CH2:2]2)(=[O:5])=[O:6])=[CH:8][CH:9]=1)[CH2:14][CH:15]1[CH2:16][CH2:17][O:18][CH2:19][CH2:20]1. Reported procedure: To a solution of 1-[2-(5-{1-[4-(cyclopropylsulfonyl)phenyl]-2-(tetrahydro-2H-pyran-4-yl)ethyl}-1H-pyrrol-2-yl)-1,3-thiazol-5-yl]ethanol (300 mg) in tetrahydrofuran (5 mL) was added N-chlorosuccinimide (82.3 mg) at 0° C., and the mixture was stirred at 50° C. overnight. After cooling to room temperature, the reaction mixture was diluted with ethyl acetate, and washed with saturated aqueous sodium hydrogen carbonate. The ethyl acetate layer was washed with saturated brine, dried (MgSO4) and concen...